From a dataset of the Open Reaction Database (ORD), a public repository of structured organic reaction records. describe an organic reaction: reactants, conditions, products, and yield The reactants are BrC1=CC=C(C=C1)C(C1=CC=CC=C1)=C1CCCCCC1 ([(4-Bromophenyl)(phenyl)methylene]cycloheptane), TEA, C(C)(C)(C)OC(C=C)=O (t-butylacrylate), CC1=C(C=CC=C1)P(C2=C(C=CC=C2)C)C3=C(C=CC=C3)C (P(o-tolyl)3), CC#N (CH3CN). The reagents and catalysts are CC(=O)[O-].CC(=O)[O-].[Pd+2] (Pd(OAc)2). The solvent is CCOC(=O)C (EtOAc), O (water). Conditions: time 2 hour. Yields the product C1(CCCCCC1)=C(C1=CC=C(C=C1)/C=C/C(=O)OC(C)(C)C)C1=CC=CC=C1 (tert-Butyl (2E)-3-{4-[cycloheptylidene(phenyl)methyl]phenyl}prop-2-enoate). Yield: 103.4%. As a reaction SMILES: Br[C:2]1[CH:7]=[CH:6][C:5]([C:8](=[C:15]2[CH2:21][CH2:20][CH2:19][CH2:18][CH2:17][CH2:16]2)[C:9]2[CH:14]=[CH:13][CH:12]=[CH:11][CH:10]=2)=[CH:4][CH:3]=1.[C:22]([O:26][C:27](=[O:30])[CH:28]=[CH2:29])([CH3:25])([CH3:24])[CH3:23].CC1C=CC=CC=1P(C1C=CC=CC=1C)C1C=CC=CC=1C.CC#N>CCOC(C)=O.O.CC([O-])=O.CC([O-])=O.[Pd+2]>[C:15]1(=[C:8]([C:9]2[CH:10]=[CH:11][CH:12]=[CH:13][CH:14]=2)[C:5]2[CH:6]=[CH:7][C:2](/[CH:29]=[CH:28]/[C:27]([O:26][C:22]([CH3:25])([CH3:24])[CH3:23])=[O:30])=[CH:3][CH:4]=2)[CH2:16][CH2:17][CH2:18][CH2:19][CH2:20][CH2:21]1 |f:6.7.8|. Reported procedure: A stirred suspension of 1 (0.77 g, 2.24 mmol), TEA (1.86 mL, 13.4 mmol), t-butylacrylate (1.96 mL, 13.4 mmol), Pd(OAc)2 (0.12 g, 0.50 mmol), P(o-tolyl)3 (0.28 g, 0.90 mmol) and CH3CN were stirred at reflux under N2. Heating was discontinued after 2 h and the reaction diluted with EtOAc (50 mL) and water (50 mL). The mixture was filtered through a celite pad and the filtrate transferred to a separatory funnel. The organic fraction was washed with 50 mL brine (50 mL), dried (MgSO4), filtered and c... Starting materials: C1(CCCCC1)C(C1CCNCC1)C1=CC=C(C=C1)F (4-[cyclohexyl(4-fluorophenyl)methyl]piperidine), ClCCCOC1=C(C=C(C=C1)C(C)=O)OC (1-[4-(3-chloropropoxy)-3-methoxyphenyl]ethanone), C([O-])([O-])=O.[K+].[K+] (potassium carbonate). The reagents and catalysts are [I-].[K+] (potassium iodide). Solvent: C(CCC)O (1-butanol), C(Cl)(Cl)Cl (chloroform). The product is C1(CCCCC1)C(C1CCN(CC1)CCCOC1=C(C=C(C=C1)C(C)=O)OC)C1=CC=C(C=C1)F (1-[4-[3-[4-[Cyclohexyl(4-fluorophenyl)methyl]-1-piperdinyl]propoxy]-3-methoxyphenyl]ethanone). Isolated yield 73.8%. As a reaction SMILES: [CH:1]1([CH:7]([C:14]2[CH:19]=[CH:18][C:17]([F:20])=[CH:16][CH:15]=2)[CH:8]2[CH2:13][CH2:12][NH:11][CH2:10][CH2:9]2)[CH2:6][CH2:5][CH2:4][CH2:3][CH2:2]1.Cl[CH2:22][CH2:23][CH2:24][O:25][C:26]1[CH:31]=[CH:30][C:29]([C:32](=[O:34])[CH3:33])=[CH:28][C:27]=1[O:35][CH3:36].C(=O)([O-])[O-].[K+].[K+]>C(O)CCC.C(Cl)(Cl)Cl.[I-].[K+]>[CH:1]1([CH:7]([C:14]2[CH:19]=[CH:18][C:17]([F:20])=[CH:16][CH:15]=2)[CH:8]2[CH2:13][CH2:12][N:11]([CH2:22][CH2:23][CH2:24][O:25][C:26]3[CH:31]=[CH:30][C:29]([C:32](=[O:34])[CH3:33])=[CH:28][C:27]=3[O:35][CH3:36])[CH2:10][CH2:9]2)[CH2:2][CH2:3][CH2:4][CH2:5][CH2:6]1 |f:2.3.4,7.8|. Reported procedure: A mixture of 4-[cyclohexyl(4-fluorophenyl)methyl]piperidine (5.71 g, 0.0207 mole), 1-[4-(3-chloropropoxy)-3-methoxyphenyl]ethanone (5.03 g, 0.207 mole), and potassium carbonate (5.53 g, 0.04 mole) was heated overnight at reflux in 350 ml of 1-butanol containing potassium iodide (0.2 g). The reaction mixture was cooled to room temperature and filtered. The 1-butanol was removed by rotary evaporation to give a brown oil. This oil was dissolved in chloroform and the chloroform layer was extracted w...